The task is: describe an organic reaction: reactants, conditions, products, and yield. This data is from the Open Reaction Database (ORD), a public repository of structured organic reaction records. The reactants are C1(CC1)N1C=C(C(C2=CC(=C(C(=C12)C(F)(F)F)F)F)=O)C(=O)O (1-cyclopropyl-6, 7-difluoro-1,4-dihydro-4-oxo-8-trifluoromethyl-3-quinolinecarboxylic acid), N1CC(CC1)C1=NC=CC=C1 (2-(3-pyrrolidinyl)-pyridine). Yields the product C1(CC1)N1C=C(C(C2=CC(=C(C(=C12)C(F)(F)F)N1CC(CC1)C1=NC=CC=C1)F)=O)C(=O)O (1-Cyclopropyl-6-fluoro-1,4-dihydro-4-oxo-7-[3-(2-pyridinyl)-1-pyrrolidinyl]-8-(trifluoromethyl)-3-quinolinecarboxylic acid). Isolated yield 74.0%. As a reaction SMILES: [CH:1]1([N:4]2[C:13]3[C:8](=[CH:9][C:10]([F:19])=[C:11](F)[C:12]=3[C:14]([F:17])([F:16])[F:15])[C:7](=[O:20])[C:6]([C:21]([OH:23])=[O:22])=[CH:5]2)[CH2:3][CH2:2]1.[NH:24]1[CH2:28][CH2:27][CH:26]([C:29]2[CH:34]=[CH:33][CH:32]=[CH:31][N:30]=2)[CH2:25]1>>[CH:1]1([N:4]2[C:13]3[C:8](=[CH:9][C:10]([F:19])=[C:11]([N:24]4[CH2:28][CH2:27][CH:26]([C:29]5[CH:34]=[CH:33][CH:32]=[CH:31][N:30]=5)[CH2:25]4)[C:12]=3[C:14]([F:15])([F:17])[F:16])[C:7](=[O:20])[C:6]([C:21]([OH:23])=[O:22])=[CH:5]2)[CH2:3][CH2:2]1. Reported procedure: Starting from 1-cyclopropyl-6, 7-difluoro-1,4-dihydro-4-oxo-8-trifluoromethyl-3-quinolinecarboxylic acid (1.33 g, 4.0 mmol) and 2-(3-pyrrolidinyl)-pyridine, a procedure analogous to that given in Example 1 provided the title compound (1.36 g, 74%) as a yellow solid, mp 210°-212° C. The yield is 36.4%. As a reaction SMILES: [Br:1]Br.Cl[C:4]1[S:12][C:11]2[S:10](=[O:14])(=[O:13])[N:9]=[C:8]([NH:15][CH:16]([CH3:18])[CH3:17])[NH:7][C:6]=2[CH:5]=1>C(O)(=O)C>[Br:1][C:4]1[S:12][C:11]2[S:10](=[O:14])(=[O:13])[N:9]=[C:8]([NH:15][CH:16]([CH3:18])[CH3:17])[NH:7][C:6]=2[CH:5]=1. Yields the product BrC1=CC=2NC(=NS(C2S1)(=O)=O)NC(C)C (6-Bromo-3-isopropylamino-4H-thieno[3,2-e]-1,2,4-thiadiazine 1,1-dioxide). Conditions: temperature 100 celsius, time 24 hour. Procedure details: Bromine (0.12 ml, 2.3 mmol) was added dropwise to a solution of 6-chloro-3-isopropylamino-4H-thieno[3,2-e]-1,2,4-thiadiazine 1,1-dioxide (280 mg, 1.0 mmol) in 10 ml of acetic acid and the mixture was stirred for 24 h at 100° C. in a sealed flask. The cooled mixture was evaporated to dryness and the residue was triturated with water to give a solid, which was recrystallised from ethanol/water (1:1) affording 118 mg (39%) of the title compound contaminated with 10% of the starting material; mp ca.... Solvent: C(C)(=O)O (acetic acid). Reactants: BrBr (Bromine), ClC1=CC=2NC(=NS(C2S1)(=O)=O)NC(C)C (6-chloro-3-isopropylamino-4H-thieno[3,2-e]-1,2,4-thiadiazine 1,1-dioxide). Starting materials: OCC1(CCC(CC1)=O)CO (4,4-bis-hydroxymethyl-cyclohexanone), C(CC)N1C(N(C=2N=CN(C2C1=O)C1OCCCC1)CCC)=O (1,3-Dipropyl-7-(tetrahydro-pyran-2-yl)-3,7-dihydro-purine-2,6-dione), C1CCOC1 (THF), ditosylate, [Li]CCCC (nBuLi). Reaction conditions: time 8 hour. Yields the product O=C1N(C(C=2NC(=NC2N1CCC)C12OCC(CC1)(CC2)COC(C)=O)=O)CCC (Acetic acid 1-(2,6-dioxo-1,3-dipropyl-2,3,6,7-tetrahydro-1H-purin-8-yl)-2-oxa-bicyclo[2.2.2]oct-4-ylmethyl ester). As a reaction SMILES: [CH2:1]([N:4]1[C:12](=[O:13])[C:11]2[N:10](C3CCCCO3)[CH:9]=[N:8][C:7]=2[N:6]([CH2:20][CH2:21][CH3:22])[C:5]1=[O:23])[CH2:2][CH3:3].[Li]CCCC.O[CH2:30][C:31]1([CH2:38][OH:39])[CH2:36][CH2:35][C:34](=[O:37])[CH2:33][CH2:32]1.C1C[O:43][CH2:42][CH2:41]1>>[O:23]=[C:5]1[N:6]([CH2:20][CH2:21][CH3:22])[C:7]2[N:8]=[C:9]([C:34]34[CH2:33][CH2:32][C:31]([CH2:38][O:39][C:42](=[O:43])[CH3:41])([CH2:36][CH2:35]3)[CH2:30][O:37]4)[NH:10][C:11]=2[C:12](=[O:13])[N:4]1[CH2:1][CH2:2][CH3:3]. Reported procedure: 1,3-Dipropyl-7-(tetrahydro-pyran-2-yl)-3,7-dihydro-purine-2,6-dione (5.30 g, 16.5 mmol) was dissolved in anhydrous THF (250 ml) and cooled to −78° C. nBuLi (2.5 M in hexanes, 6.60 ml, 1 eq) was added, followed by the ditosylate derivative of 4,4-bis-hydroxymethyl-cyclohexanone (7.7 g, 1 eq) and the reaction mixture was slowly warmed to RT and stirred at RT overnight. The next day, the reaction was quenched with sat'd. aq. NH4Cl. The reaction was diluted with water and extracted with EtOAc. The o... Starting materials: C(C1=CC=CC=C1)N (benzylamine), C(C1=CC=CC=C1)OC(=O)N[C@@H](C)C(=O)N[C@@H](C)P(O)(O)=O ((1R)-1-[(N-benzyloxycarbonyl-L-alanyl)-amino]-ethylphosphonic acid). Yields the product N[C@@H](C)C(=O)N[C@@H](C)P(O)(O)=O ((1R)-1-(L-alanylamino)-ethylphosphonic acid). Reaction SMILES: C(N)C1C=CC=CC=1.C(OC([NH:19][C@H:20]([C:22]([NH:24][C@H:25]([P:27](=[O:30])([OH:29])[OH:28])[CH3:26])=[O:23])[CH3:21])=O)C1C=CC=CC=1>>[NH2:19][C@H:20]([C:22]([NH:24][C@H:25]([P:27](=[O:28])([OH:30])[OH:29])[CH3:26])=[O:23])[CH3:21]. Procedure details: In a manner analogous to Example 10(b), starting from the benzylamine salt of (1R)-1-[(N-benzyloxycarbonyl-L-alanyl)-amino]-ethylphosphonic acid there was obtained (1R)-1-(L-alanylamino)-ethylphosphonic acid of melting point 295°-296° C (decomposition); [α]D20 = -45.6° (c = 1% in water). The reactants are COC=1C=CC2=C(N=C(S2)NC2=CC=C(C=C2)OCCN2CCCC2)C1 (5-methoxy-2-[4-(2-pyrrolidin-1-ylethoxy)anilino]benzothiazole), C(CCC(=O)O)(=O)O (succinic acid). Solvent: C(C)O (ethanol), C(C)O (ethanol), CCOCC (ether). Conditions: time 8 hour. Yields the product C(CCC(=O)O)(=O)O.COC=1C=CC2=C(N=C(S2)NC2=CC=C(C=C2)OCCN2CCCC2)C1 (5-methoxy-2-[4-(2-pyrrolidin-1-ylethoxy)anilino]benzothiazole succinate). As a reaction SMILES: [CH3:1][O:2][C:3]1[CH:4]=[CH:5][C:6]2[S:10][C:9]([NH:11][C:12]3[CH:17]=[CH:16][C:15]([O:18][CH2:19][CH2:20][N:21]4[CH2:25][CH2:24][CH2:23][CH2:22]4)=[CH:14][CH:13]=3)=[N:8][C:7]=2[CH:26]=1.[C:27]([OH:34])(=[O:33])[CH2:28][CH2:29][C:30]([OH:32])=[O:31]>C(O)C.CCOCC>[C:27]([OH:34])(=[O:33])[CH2:28][CH2:29][C:30]([OH:32])=[O:31].[CH3:1][O:2][C:3]1[CH:4]=[CH:5][C:6]2[S:10][C:9]([NH:11][C:12]3[CH:13]=[CH:14][C:15]([O:18][CH2:19][CH2:20][N:21]4[CH2:25][CH2:24][CH2:23][CH2:22]4)=[CH:16][CH:17]=3)=[N:8][C:7]=2[CH:26]=1 |f:4.5|. Procedure details: A solution of 5-methoxy-2-[4-(2-pyrrolidin-1-ylethoxy)anilino]benzothiazole (0.738 g.) in ethanol (30 ml.) is treated at room temperature with a solution of succinic acid (0.236 g.) in ethanol 3.5 ml.). After 1 hour the solution is diluted with ether (70 ml.) and then kept at 0° - 10°C. overnight. The resulting precipitate is collected by filtration and dried to give 5-methoxy-2-[4-(2-pyrrolidin-1-ylethoxy)anilino]benzothiazole succinate, m.p. 150° - 153°C. Elemental analysis satisfactory for C2... Reactants: O=[N+]([O-])c1cccc2c1COC(NC1CCc3ccccc31)=N2, [H][H], C1CCOC1. Product: Nc1cccc2c1COC(NC1CCc3ccccc31)=N2. Reaction SMILES: [CH:1]1([NH:10][C:11]2=[N:16][c:15]3[c:14]([c:20]([N+:21]([O-:22])=[O:23])[cH:19][cH:18][cH:17]3)[CH2:13][O:12]2)[CH2:2][CH2:3][c:4]2[cH:5][cH:6][cH:7][cH:8][c:9]21.[H:24][H:25].[O:26]1[CH2:27][CH2:28][CH2:29][CH2:30]1>>[CH:1]1([NH:10][C:11]2=[N:16][c:15]3[c:14]([c:20]([NH2:21])[cH:19][cH:18][cH:17]3)[CH2:13][O:12]2)[CH2:2][CH2:3][c:4]2[cH:5][cH:6][cH:7][cH:8][c:9]21. Starting materials: OC=1C(=CC2=C(C(C(=CO2)C2=CC(=C(C=C2)OC)OC)=O)C1)O (6,7-Dihydroxy-3-(3,4-dimethoxyphenyl)-4H-1-benzopyran-4-one), C (charcoal), OS(=O)(=O)O (H2SO4). Reagents/catalysts: [Pd] (palladium). As a reaction SMILES: [OH:1][C:2]1[C:3]([OH:23])=[CH:4][C:5]2[O:10][CH:9]=[C:8]([C:11]3[CH:16]=[CH:15][C:14]([O:17][CH3:18])=[C:13]([O:19][CH3:20])[CH:12]=3)[C:7](=O)[C:6]=2[CH:22]=1.C.OS(O)(=O)=O>O1CCOCC1.C(O)C.[Pd]>[OH:1][C:2]1[C:3]([OH:23])=[CH:4][C:5]2[O:10][CH2:9][CH:8]([C:11]3[CH:16]=[CH:15][C:14]([O:17][CH3:18])=[C:13]([O:19][CH3:20])[CH:12]=3)[CH2:7][C:6]=2[CH:22]=1. The solvent is O1CCOCC1 (dioxane), C(C)O (ethanol). The product is OC=1C(=CC2=C(CC(CO2)C2=CC(=C(C=C2)OC)OC)C1)O (3,4-dihydro-6,7-dihydroxy-3-(3,4-dimethoxyphenyl)-2H-1-benzopyran). Reported procedure: 6,7-Dihydroxy-3-(3,4-dimethoxyphenyl)-4H-1-benzopyran-4-one [Indian J. Chem. Sect. B 19B, 82 (1980) and Indian J. Chem. Sect. B 15B, 1049 (1977)] (25 g) in a mixture of dioxane and ethanol 1:1 (1250 ml) is hydrogenated for 8 days at normal pressure and room temperature over palladium 10% on active charcoal (2.5 g) in the presence of concentrated H2SO4 (2.5 ml). After filtration of the catalyst, the filtrate is evaporated under reduced pressure to a volume of about 50 ml and diluted with water ti... Reactants: ( I ), ClC1=NC(=NC(=C1)N)N (4-chloro 2,6-diaminopyrimidine), 21947h, ClC1=C(C=CC(=C1)Cl)O (2,4-dichlorophenol), [OH-].[K+] (potassium hydroxide). Product: NC1=NC(=CC(=N1)OC1=C(C=C(C=C1)Cl)Cl)N (2,6-diamino-4-(2,4-dichlorophenoxy)pyrimidine). Reaction SMILES: Cl[C:2]1[CH:7]=[C:6]([NH2:8])[N:5]=[C:4]([NH2:9])[N:3]=1.[Cl:10][C:11]1[CH:16]=[C:15]([Cl:17])[CH:14]=[CH:13][C:12]=1[OH:18].[OH-].[K+]>>[NH2:9][C:4]1[N:3]=[C:2]([O:18][C:12]2[CH:13]=[CH:14][C:15]([Cl:17])=[CH:16][C:11]=2[Cl:10])[CH:7]=[C:6]([NH2:8])[N:5]=1 |f:2.3|. Procedure details: First the substance of the formula (I) was synthetized from 4-chloro 2,6-diaminopyrimidine British patent specification No. 1,167,735; CA. 68, 21947h by heating the latter compound with 2,4-dichlorophenol at 150° C. in the presence of 85% aqueous potassium hydroxide solution to give 2,6-diamino-4-(2,4-dichlorophenoxy)pyrimidine. This substance was oxidized in a low yield to 6 amino 4-(2,4 dichlorophenoxy)-1,2-dihydro-1-hydroxy-2-iminopyrimidine, which was then transformed at 150° C. with piperid...